From a dataset of the Open Reaction Database (ORD), a public repository of structured organic reaction records. describe an organic reaction: reactants, conditions, products, and yield Product: Cc1nc(Br)c(Br)n1COCC[Si](C)(C)C. Reactants: Cc1nc(Br)c(Br)[nH]1, C[Si](C)(C)CCOCCl, CN(C)C=O, [H-], [Na+]. RXN SMILES: [Br:1][c:2]1[n:3][c:4]([CH3:8])[nH:5][c:6]1[Br:7].[CH3:11][Si:12]([CH2:13][CH2:14][O:15][CH2:16][Cl:17])([CH3:18])[CH3:19].[CH3:20][N:21]([CH3:22])[CH:23]=[O:24].[H-:9].[Na+:10]>>[Br:1][c:2]1[n:3][c:4]([CH3:8])[n:5]([CH2:16][O:15][CH2:14][CH2:13][Si:12]([CH3:11])([CH3:18])[CH3:19])[c:6]1[Br:7]. Reactants: CC(C)(C)OC(=O)N1CCNCC1, CC(C)=O, Cl, N#C[Na], O. The product is CC(C)(C)OC(=O)N1CCN(C(C)(C)C#N)CC1. RXN SMILES: [C:2]([CH3:3])([CH3:4])([CH3:5])[O:6][C:7](=[O:8])[N:9]1[CH2:10][CH2:11][NH:12][CH2:13][CH2:14]1.[CH3:18][C:19]([CH3:20])=[O:21].[ClH:1].[Na:15][C:16]#[N:17].[OH2:22]>>[C:2]([CH3:3])([CH3:4])([CH3:5])[O:6][C:7](=[O:8])[N:9]1[CH2:10][CH2:11][N:12]([C:19]([C:16]#[N:17])([CH3:18])[CH3:20])[CH2:13][CH2:14]1. The reactants are CCOC=C(C(=O)OCC)C(=O)OCC, CC(C)CO, CN1CCN(c2ccc3ncnc(N)c3c2)CC1. Product: CCOC(=O)C(=CNc1ncnc2ccc(N3CCN(C)CC3)cc12)C(=O)OCC. As a reaction SMILES: [CH2:19]([O:20][CH:22]=[C:23]([C:24](=[O:25])[O:26][CH2:27][CH3:28])[C:29](=[O:30])[O:31][CH2:32][CH3:33])[CH3:21].[CH2:34]([OH:35])[CH:36]([CH3:37])[CH3:38].[NH2:1][c:2]1[n:3][cH:4][n:5][c:6]2[cH:7][cH:8][c:9]([N:12]3[CH2:13][CH2:14][N:15]([CH3:18])[CH2:16][CH2:17]3)[cH:10][c:11]12>>[NH:1]([c:2]1[n:3][cH:4][n:5][c:6]2[cH:7][cH:8][c:9]([N:12]3[CH2:13][CH2:14][N:15]([CH3:18])[CH2:16][CH2:17]3)[cH:10][c:11]12)[CH:22]=[C:23]([C:24](=[O:25])[O:26][CH2:27][CH3:28])[C:29](=[O:30])[O:31][CH2:32][CH3:33].